Dataset: the Open Reaction Database (ORD), a public repository of structured organic reaction records. Task: describe an organic reaction: reactants, conditions, products, and yield Starting materials: FC1=NC=C(C=C1C1=C2N=CN(C2=NC(=N1)C)C1OCCCC1)CC1=CC=C(C=C1)S(=O)(=O)C (6-(2-fluoro-5-(4-(methylsulfonyl)benzyl)pyridin-3-yl)-2-methyl-9-(tetrahydro-2H-pyran-2-yl)-9H-purine), O1C(CCCC1)N1N=CC=2C(=CC=CC12)N (1-(tetrahydro-2H-pyran-2-yl)-1H-indazol-4-amine), [Li+].C[Si](C)(C)[N-][Si](C)(C)C (LiHMDS), solution. The solvent is C1CCOC1 (THF), C1CCOC1 (THF). Reaction conditions: time 20 minute. Yields the product CC1=NC(=C2N=CN(C2=N1)C1OCCCC1)C=1C(=NC=C(C1)CC1=CC=C(C=C1)S(=O)(=O)C)NC=1C=2C=NN(C2C=CC1)C1OCCCC1 (N-(3-(2-Methyl-9-(Tetrahydro-2H-Pyran-2-yl)-9H-Purin-6-yl)-5-(4-(Methylsulfonyl)Benzyl)Pyridin-2-yl)-1-(Tetrahydro-2H-Pyran-2-yl)-1H-Indazol-4-Amine). The yield is 115.7%. As a reaction SMILES: F[C:2]1[C:7]([C:8]2[N:16]=[C:15]([CH3:17])[N:14]=[C:13]3[C:9]=2[N:10]=[CH:11][N:12]3[CH:18]2[CH2:23][CH2:22][CH2:21][CH2:20][O:19]2)=[CH:6][C:5]([CH2:24][C:25]2[CH:30]=[CH:29][C:28]([S:31]([CH3:34])(=[O:33])=[O:32])=[CH:27][CH:26]=2)=[CH:4][N:3]=1.[O:35]1[CH2:40][CH2:39][CH2:38][CH2:37][CH:36]1[N:41]1[C:49]2[CH:48]=[CH:47][CH:46]=[C:45]([NH2:50])[C:44]=2[CH:43]=[N:42]1.[Li+].C[Si]([N-][Si](C)(C)C)(C)C>C1COCC1>[CH3:17][C:15]1[N:14]=[C:13]2[C:9]([N:10]=[CH:11][N:12]2[CH:18]2[CH2:23][CH2:22][CH2:21][CH2:20][O:19]2)=[C:8]([C:7]2[C:2]([NH:50][C:45]3[C:44]4[CH:43]=[N:42][N:41]([CH:36]5[CH2:37][CH2:38][CH2:39][CH2:40][O:35]5)[C:49]=4[CH:48]=[CH:47][CH:46]=3)=[N:3][CH:4]=[C:5]([CH2:24][C:25]3[CH:30]=[CH:29][C:28]([S:31]([CH3:34])(=[O:33])=[O:32])=[CH:27][CH:26]=3)[CH:6]=2)[N:16]=1 |f:2.3|. Procedure: A mixture of 6-(2-fluoro-5-(4-(methylsulfonyl)benzyl)pyridin-3-yl)-2-methyl-9-(tetrahydro-2H-pyran-2-yl)-9H-purine (78.5 mg, 0.163 mmol) and 1-(tetrahydro-2H-pyran-2-yl)-1H-indazol-4-amine (45.5 mg, 0.209 mmol) in THF (1.0 mL) was cooled in an ice/salt bath and treated dropwise with LiHMDS (0.627 mL of a 1.0 M solution in THF). The mixture was stirred for 20 min and then quenched with water (0.1 mL). The mixture was stirred for 3 min and then extracted into EtOAc from saturated aqueous NaHCO3. T... Starting materials: C1(=CC=CC=C1)P(C1=CC=CC=C1)C1=CC=CC=C1 (triphenylphosphine), C(C)(=O)C1=C(C(=C(OCCCBr)C=C1)CCC)O (3-(4-acetyl-3-hydroxy-2-propylphenoxy)-propyl bromide), CCOCC (ether). Run in C1(=CC=CC=C1)C (toluene). Reaction conditions: time 1 hour. The product is [Br-].C(C)(=O)C1=C(C(=C(OCCC[P+](C2=CC=CC=C2)(C2=CC=CC=C2)C2=CC=CC=C2)C=C1)CCC)O (3-(4-acetyl-3-hydroxy-2-propylphenoxy)-propyl-triphenylphosphonium bromide). Reaction SMILES: [C:1]([C:4]1[CH:14]=[CH:13][C:7]([O:8][CH2:9][CH2:10][CH2:11][Br:12])=[C:6]([CH2:15][CH2:16][CH3:17])[C:5]=1[OH:18])(=[O:3])[CH3:2].[C:19]1([P:25]([C:32]2[CH:37]=[CH:36][CH:35]=[CH:34][CH:33]=2)[C:26]2[CH:31]=[CH:30][CH:29]=[CH:28][CH:27]=2)[CH:24]=[CH:23][CH:22]=[CH:21][CH:20]=1.CCOCC>C1(C)C=CC=CC=1>[Br-:12].[C:1]([C:4]1[CH:14]=[CH:13][C:7]([O:8][CH2:9][CH2:10][CH2:11][P+:25]([C:26]2[CH:27]=[CH:28][CH:29]=[CH:30][CH:31]=2)([C:32]2[CH:37]=[CH:36][CH:35]=[CH:34][CH:33]=2)[C:19]2[CH:20]=[CH:21][CH:22]=[CH:23][CH:24]=2)=[C:6]([CH2:15][CH2:16][CH3:17])[C:5]=1[OH:18])(=[O:3])[CH3:2] |f:4.5|. Procedure details: A solution of 27 g of 3-(4-acetyl-3-hydroxy-2-propylphenoxy)-propyl bromide in 50 ml of toluene is heated at reflux with 21.85 g of triphenylphosphine for 20 hours. The resulting suspension is cooled to room temperature; 200 ml of ether are added and the mixture is stirred for 1 hour. The colourless precipitate is filtered off with suction, washed with ether and dried. The title compound has a melting point of 211°-212°. The reactants are C[S+](C)(C)=O, CS(C)=O, [I-], CC(C)(CC(=O)C(F)(F)F)c1cccc(C2OCCCO2)c1. Product: CC(C)(CC1(C(F)(F)F)CO1)c1cccc(C2OCCCO2)c1. RXN SMILES: [CH3:24][S+:25]([CH3:26])([CH3:27])=[O:28].[CH3:29][S:30]([CH3:31])=[O:32].[I-:23].[O:1]1[CH:2]([c:7]2[cH:8][c:9]([C:13]([CH2:14][C:15]([C:16]([F:17])([F:18])[F:19])=[O:20])([CH3:21])[CH3:22])[cH:10][cH:11][cH:12]2)[O:3][CH2:4][CH2:5][CH2:6]1>>[O:1]1[CH:2]([c:7]2[cH:8][c:9]([C:13]([CH2:14][C:15]3([C:16]([F:17])([F:18])[F:19])[O:20][CH2:24]3)([CH3:21])[CH3:22])[cH:10][cH:11][cH:12]2)[O:3][CH2:4][CH2:5][CH2:6]1. Reactants: BrB(Br)Br, O=C([O-])[O-], COc1ccc(-c2nn3ncccc3c2-c2ccc(S(C)(=O)=O)cc2)cc1, ClCCl, Cl, [K+], [K+], O. RXN SMILES: [B:1]([Br:2])([Br:3])[Br:4].[C:32](=[O:33])([O-:34])[O-:35].[CH3:5][S:6](=[O:7])(=[O:8])[c:9]1[cH:10][cH:11][c:12](-[c:15]2[c:16](-[c:24]3[cH:25][cH:26][c:27]([O:30][CH3:31])[cH:28][cH:29]3)[n:17][n:18]3[n:19][cH:20][cH:21][cH:22][c:23]23)[cH:13][cH:14]1.[Cl:39][CH2:40][Cl:41].[ClH:38].[K+:36].[K+:37].[OH2:42]>>[CH3:5][S:6](=[O:7])(=[O:8])[c:9]1[cH:10][cH:11][c:12](-[c:15]2[c:16](-[c:24]3[cH:25][cH:26][c:27]([OH:30])[cH:28][cH:29]3)[n:17][n:18]3[n:19][cH:20][cH:21][cH:22][c:23]23)[cH:13][cH:14]1. Yields the product CS(=O)(=O)c1ccc(-c2c(-c3ccc(O)cc3)nn3ncccc23)cc1. The reactants are C(#N)CCCN1CCN(CC1)C1=C(C=CC=C1)F (1-(3-Cyanopropyl)-4-(2-fluoro phenyl)piperazine). The reagents and catalysts are [Ni] (Raney nickel). Solvent: CO (methanol), N (ammonia). Conditions: time 12 hour. The product is NCCCCN1CCN(CC1)C1=C(C=CC=C1)F (1-(4-Aminobutyl) 4-(2-fluoro-phenyl)piperazine). Yield: 99.0%. RXN SMILES: [C:1]([CH2:3][CH2:4][CH2:5][N:6]1[CH2:11][CH2:10][N:9]([C:12]2[CH:17]=[CH:16][CH:15]=[CH:14][C:13]=2[F:18])[CH2:8][CH2:7]1)#[N:2]>CO.N.[Ni]>[NH2:2][CH2:1][CH2:3][CH2:4][CH2:5][N:6]1[CH2:11][CH2:10][N:9]([C:12]2[CH:17]=[CH:16][CH:15]=[CH:14][C:13]=2[F:18])[CH2:8][CH2:7]1. Procedure: 1-(3-Cyanopropyl)-4-(2-fluoro phenyl)piperazine (2 g) was dissolved in a mixture of methanol and aqueous ammonia 28% (1-1, 20 ml) and the mixture is introduced in a Parr bottle. Then, Raney nickel (500 mg) is added as catalyst, and the mixture is hydrogenated in a Parr apparatus for 12 h under 60 psi. The catalyst is filtered of. The filtrate is evaporated in vacuo and the residue is taken of with AcOEt, the organic layer is washed three times with H2O, dried over anhydrous Na2SO4 and evaporated... Reactants: BrC=1C=C(CO)C=CC1OC(F)(F)F (3-bromo-4-trifluoromethoxybenzyl alcohol), [Cr](=O)(=O)([O-])O[Cr](=O)(=O)[O-].[K+].[K+] (potassium dichromate), O (water), S(O)(O)(=O)=O (sulphuric acid), O (water). The reagents and catalysts are CCCCCCCC[N+](C)(CCCCCCCC)CCCCCCCC.[Cl-] (tricaprylmethylammonium chloride). Run in C(Cl)Cl (methylene chloride). Conditions: time 2 hour. Yields the product BrC=1C=C(C=O)C=CC1OC(F)(F)F (3-bromo-4-trifluoromethoxybenzaldehyde). Yield: 75.8%. As a reaction SMILES: S(=O)(=O)(O)O.O.[Br:7][C:8]1[CH:9]=[C:10]([CH:13]=[CH:14][C:15]=1[O:16][C:17]([F:20])([F:19])[F:18])[CH2:11][OH:12].[Cr](O[Cr]([O-])(=O)=O)([O-])(=O)=O.[K+].[K+]>CCCCCCCC[N+](CCCCCCCC)(CCCCCCCC)C.[Cl-].C(Cl)Cl>[Br:7][C:8]1[CH:9]=[C:10]([CH:13]=[CH:14][C:15]=1[O:16][C:17]([F:18])([F:19])[F:20])[CH:11]=[O:12] |f:3.4.5,6.7|. Reported procedure: A mixture of 29.4 g (0.3 mol) of sulphuric acid, 50 ml of water and 2 ml of "Aliquat" 336 (tricaprylmethylammonium chloride) was added to a solution of 27 g (0.1 mol) of 3-bromo-4-trifluoromethoxybenzyl alcohol in 250 ml of methylene chloride at room temperature. Thereafter, 9.7 g (0.033 mol) of potassium dichromate were added to the reaction mixture, and the temperature was kept at approx. 25° C. for 2 hours by slight cooling. After 100 ml of water had been added to the mixture, the organic pha...